This data is from the Open Reaction Database (ORD), a public repository of structured organic reaction records. The task is: describe an organic reaction: reactants, conditions, products, and yield Starting materials: CCc1c(Oc2cc(C)cc(C)c2)[nH]c(=O)[nH]c1=O, ClCn1nnc2ccccc21. Yields the product CCc1c(Oc2cc(C)cc(C)c2)n(Cn2nnc3ccccc32)c(=O)[nH]c1=O. Reaction SMILES: [CH2:1]([CH3:2])[c:3]1[c:4](=[O:19])[nH:5][c:6](=[O:18])[nH:7][c:8]1[O:9][c:10]1[cH:11][c:12]([CH3:17])[cH:13][c:14]([CH3:16])[cH:15]1.[Cl:20][CH2:21][n:22]1[n:23][n:24][c:25]2[c:26]1[cH:27][cH:28][cH:29][cH:30]2>>[CH2:1]([CH3:2])[c:3]1[c:4](=[O:19])[nH:5][c:6](=[O:18])[n:7]([CH2:21][n:22]2[n:23][n:24][c:25]3[c:26]2[cH:27][cH:28][cH:29][cH:30]3)[c:8]1[O:9][c:10]1[cH:11][c:12]([CH3:17])[cH:13][c:14]([CH3:16])[cH:15]1. Product: C(C=C)C1C(C(CCC1)Cl)=O (2-allyl-6-chloro-cyclohexanone). Reported procedure: The chlorination of 2-allylcyclohexanone takes place in a manner similar to that described above for the preparation of 2-tert-butyl-6-chloro-cyclohexanone. The title compound is reacted as a crude product without further characterization. RXN SMILES: [CH2:1]([CH:4]1[CH2:9][CH2:8][CH2:7][CH2:6][C:5]1=[O:10])[CH:2]=[CH2:3].C(C1CCCC([Cl:21])C1=O)(C)(C)C>>[CH2:1]([CH:4]1[CH2:9][CH2:8][CH2:7][CH:6]([Cl:21])[C:5]1=[O:10])[CH:2]=[CH2:3]. Reactants: C(C=C)C1C(CCCC1)=O (2-allylcyclohexanone), crude product, C(C)(C)(C)C1C(C(CCC1)Cl)=O (2-tert-butyl-6-chloro-cyclohexanone). The reactants are [BH4-], CO, CCOC(=O)CCCN1CC(COc2cccc(Cl)c2)OC1=O, [Na+], C1CCOC1. Product: O=C1OC(COc2cccc(Cl)c2)CN1CCCCO. As a reaction SMILES: [BH4-:24].[CH3:31][OH:32].[Cl:1][c:2]1[cH:3][c:4]([O:5][CH2:6][CH:7]2[CH2:8][N:9]([CH2:13][CH2:14][CH2:15][C:16](=[O:17])[O:18][CH2:19][CH3:20])[C:10](=[O:12])[O:11]2)[cH:21][cH:22][cH:23]1.[Na+:25].[O:26]1[CH2:27][CH2:28][CH2:29][CH2:30]1>>[Cl:1][c:2]1[cH:3][c:4]([O:5][CH2:6][CH:7]2[CH2:8][N:9]([CH2:13][CH2:14][CH2:15][CH2:16][OH:17])[C:10](=[O:12])[O:11]2)[cH:21][cH:22][cH:23]1. The reactants are CN1CCN(Cc2ccc(N)cc2)CC1, CCO, FC(F)(F)c1ccc2c(Cl)ccnc2c1. Yields the product CN1CCN(Cc2ccc(Nc3ccnc4cc(C(F)(F)F)ccc34)cc2)CC1. Reaction SMILES: [CH3:16][N:17]1[CH2:18][CH2:19][N:20]([CH2:23][c:24]2[cH:25][cH:26][c:27]([NH2:30])[cH:28][cH:29]2)[CH2:21][CH2:22]1.[CH3:31][CH2:32][OH:33].[Cl:1][c:2]1[cH:3][cH:4][n:5][c:6]2[cH:7][c:8]([C:12]([F:13])([F:14])[F:15])[cH:9][cH:10][c:11]12>>[c:2]1([NH:30][c:27]2[cH:26][cH:25][c:24]([CH2:23][N:20]3[CH2:19][CH2:18][N:17]([CH3:16])[CH2:22][CH2:21]3)[cH:29][cH:28]2)[cH:3][cH:4][n:5][c:6]2[cH:7][c:8]([C:12]([F:13])([F:14])[F:15])[cH:9][cH:10][c:11]12.